Task: describe an organic reaction: reactants, conditions, products, and yield. Dataset: the Open Reaction Database (ORD), a public repository of structured organic reaction records Starting materials: CN1N=C(C=2N=C(NC(C21)=O)C=2C=C(C=NC2OCCC)NC(C(=O)OC)C)CCC (Methyl 2-{[5-(1-Methyl-7-oxo-3-propyl-6,7-dihydro-1H-pyrazolo[4,3-d]-pyrimidin-5-yl)-6-propoxy-3-pyridinyl]amino}propanoate), [OH-].[Na+] (sodium hydroxide). The reagents and catalysts are Cl (hydrochloric acid). Run in CO (methanol), O (water), O (water). Reaction conditions: time 14 hour. Yields the product CN1N=C(C=2N=C(NC(C21)=O)C=2C=C(C=NC2OCCC)N[C@@H](C)C(=O)O)CCC (N-[5-(1-Methyl-7-oxo-3-propyl-6,7-dihydro-1H-pyrazolo[4,3-d]pyrimidin-5-yl)-6-propoxy-3-pyridinyl]alanine). As a reaction SMILES: [CH3:1][N:2]1[C:10]2[C:9](=[O:11])[NH:8][C:7]([C:12]3[CH:13]=[C:14]([NH:22][CH:23]([CH3:28])[C:24]([O:26]C)=[O:25])[CH:15]=[N:16][C:17]=3[O:18][CH2:19][CH2:20][CH3:21])=[N:6][C:5]=2[C:4]([CH2:29][CH2:30][CH3:31])=[N:3]1.[OH-].[Na+]>CO.O.Cl>[CH3:1][N:2]1[C:10]2[C:9](=[O:11])[NH:8][C:7]([C:12]3[CH:13]=[C:14]([NH:22][C@H:23]([C:24]([OH:26])=[O:25])[CH3:28])[CH:15]=[N:16][C:17]=3[O:18][CH2:19][CH2:20][CH3:21])=[N:6][C:5]=2[C:4]([CH2:29][CH2:30][CH3:31])=[N:3]1 |f:1.2|. Reported procedure: The title compound of Example 83 in methanol (5 mL) was treated with a solution of sodium hydroxide (64 mg, 1.6 mmol) in water (2 mL) and the reaction mixture stirred at room temperature for 14 h. After concentration of the reaction mixture in vacuo, water (5 mL) was added and the solution acidified with conc. hydrochloric acid (5 drops) to afford a white precipitate, which was removed by filtration, and dried in vacuo to give the title compound as an off-white solid (180 mg, 0.43 mmol). The reactants are CCCCc1nc(C2CC2)c(Br)c(=O)n1Cc1ccc(-c2ccccc2C#N)cc1, O=C([O-])[O-], CCOc1ccc(B(O)O)cc1, C1COCCO1, CCOC(C)=O, [Cs+], [Cs+]. Product: CCCCc1nc(C2CC2)c(-c2ccc(OCC)cc2)c(=O)n1Cc1ccc(-c2ccccc2C#N)cc1. RXN SMILES: [Br:1][c:2]1[c:3]([CH:28]2[CH2:29][CH2:30]2)[n:4][c:5]([CH2:24][CH2:25][CH2:26][CH3:27])[n:6]([CH2:9][c:10]2[cH:11][cH:12][c:13](-[c:16]3[c:17]([C:22]#[N:23])[cH:18][cH:19][cH:20][cH:21]3)[cH:14][cH:15]2)[c:7]1=[O:8].[C:43](=[O:44])([O-:45])[O-:46].[CH2:31]([CH3:32])[O:33][c:34]1[cH:35][cH:36][c:37]([B:40]([OH:41])[OH:42])[cH:38][cH:39]1.[CH2:49]1[O:50][CH2:51][CH2:52][O:53][CH2:54]1.[CH3:55][CH2:56][O:57][C:58](=[O:59])[CH3:60].[Cs+:47].[Cs+:48]>>[c:2]1(-[c:37]2[cH:36][cH:35][c:34]([O:33][CH2:31][CH3:32])[cH:39][cH:38]2)[c:3]([CH:28]2[CH2:29][CH2:30]2)[n:4][c:5]([CH2:24][CH2:25][CH2:26][CH3:27])[n:6]([CH2:9][c:10]2[cH:11][cH:12][c:13](-[c:16]3[c:17]([C:22]#[N:23])[cH:18][cH:19][cH:20][cH:21]3)[cH:14][cH:15]2)[c:7]1=[O:8]. Starting materials: COC(=O)C1CN(c2cccnc2)C(=O)N1C, Cl, [Li+], C1CCOC1, [OH-], O. Yields the product CN1C(=O)N(c2cccnc2)CC1C(=O)O. As a reaction SMILES: [CH3:1][N:2]1[C:3](=[O:17])[N:4]([c:11]2[cH:12][n:13][cH:14][cH:15][cH:16]2)[CH2:5][CH:6]1[C:7](=[O:8])[O:9][CH3:10].[ClH:20].[Li+:18].[O:21]1[CH2:22][CH2:23][CH2:24][CH2:25]1.[OH-:19].[OH2:26]>>[CH3:1][N:2]1[C:3](=[O:17])[N:4]([c:11]2[cH:12][n:13][cH:14][cH:15][cH:16]2)[CH2:5][CH:6]1[C:7](=[O:8])[OH:9]. Starting materials: COC(=O)C1=CC2=C(OCC1)C=CC=C2 (2,3-Dihydro-benzo[b]oxepine-4-carboxylic acid methyl ester), [OH-].[Na+] (sodiumhydroxide). Run in CO (methanol). Reaction conditions: time 2 hour. Yields the product O1C2=C(C=C(CC1)C(=O)O)C=CC=C2 (2,3-Dihydro-benzo[b]oxepine-4-carboxylic acid). The yield is 109.5%. RXN SMILES: C[O:2][C:3]([C:5]1[CH2:11][CH2:10][O:9][C:8]2[CH:12]=[CH:13][CH:14]=[CH:15][C:7]=2[CH:6]=1)=[O:4].[OH-].[Na+]>CO>[O:9]1[CH2:10][CH2:11][C:5]([C:3]([OH:4])=[O:2])=[CH:6][C:7]2[CH:15]=[CH:14][CH:13]=[CH:12][C:8]1=2 |f:1.2|. Procedure: 2,3-Dihydro-benzo[b]oxepine-4-carboxylic acid methyl ester (2.4 mmol) was dissolved in methanol. 5 ml of 2 mol/l sodiumhydroxide was added and the solution was stirred for two hours. The solvent was removed in vacuo. 2 mol/l hydrochloric acid were added and the solvent again removed in vacuo. The residue was extracted by diethylether. Evaporation of the solvent yielded 0.5 g of 2,3-Dihydro-benzo[b]oxepine-4-carboxylic acid. LC-MS: 1.8 min, 191.2 (MH+) Starting materials: O1CCCC=C1 (dihydropyran), IC1=CC=C(C=C1)O (4-iodophenol), C=1(C(=CC=CC1)S(=O)(=O)O)C (toluenesulfonic acid). Reagents/catalysts: CC=1C=CC(=CC1)S(=O)(=O)O (TsOH). Solvent: C(Cl)Cl (CH2Cl2). Run at temperature 20 celsius, time 15 minute. Yields the product IC1=CC=C(C=C1)OC1OCCCC1 (1-Iodo-4-tetrahydropyranyloxybenzene). The yield is 92.1%. RXN SMILES: [I:1][C:2]1[CH:7]=[CH:6][C:5]([OH:8])=[CH:4][CH:3]=1.[O:9]1[CH:14]=[CH:13][CH2:12][CH2:11][CH2:10]1.C1(C)C(S(O)(=O)=O)=CC=CC=1>C(Cl)Cl.CC1C=CC(S(O)(=O)=O)=CC=1>[I:1][C:2]1[CH:7]=[CH:6][C:5]([O:8][CH:10]2[CH2:11][CH2:12][CH2:13][CH2:14][O:9]2)=[CH:4][CH:3]=1. Procedure details: To a stirred solution of 4-iodophenol (11.0 g, 50 mmol) in CH2Cl2 (50 ml) cooled with an ice bath, dihydropyran (5.0 g, 60 mmol) was added dropwise over 10 min at 0–5° C. After the solution became clear, toluenesulfonic acid, TsOH, (10 mg) was added. The solution was stirred at 20° C. for 15 min. Then it was quenched by addition of NaHCO3 (1 g) and 3 drops of water, and after stirring for 5 min at 20° C., the solvent was removed in vacuo and the residue was purified by column chromatography on s...